This data is from the Open Reaction Database (ORD), a public repository of structured organic reaction records. The task is: describe an organic reaction: reactants, conditions, products, and yield Reactants: Cl.CC1=C(C=CC(=C1)C)NN (1-(2,4-dimethylphenyl) hydrazine hydrochloride), CCOC(=O)CC1CCCCC1=O (ethyl 2-cyclohexanone acetate). The product is ClC1=CC=C(CN2C3=C(C=C(C=C3C=3CCCC(C23)CC(=O)OC)C)C)C=C1 (9-p-Chlorobenzyl-6,8-dimethyl-1,2,3,4-tetrahydrocarbazol-1-yl-acetic acid, methyl ester). As a reaction SMILES: [ClH:1].[CH3:2][C:3]1[CH:8]=[C:7]([CH3:9])[CH:6]=[CH:5][C:4]=1[NH:10]N.C[CH2:13][O:14][C:15]([CH2:17][CH:18]1[C:23](=O)[CH2:22][CH2:21][CH2:20][CH2:19]1)=[O:16]>>[Cl:1][C:6]1[CH:7]=[CH:8][C:3]([CH2:2][N:10]2[C:23]3[CH:18]([CH2:17][C:15]([O:14][CH3:13])=[O:16])[CH2:19][CH2:20][CH2:21][C:22]=3[C:5]3[C:4]2=[C:3]([CH3:2])[CH:8]=[C:7]([CH3:9])[CH:6]=3)=[CH:4][CH:5]=1 |f:0.1|. Procedure details: Following the procedure of Example 30, but using 1-(2,4-dimethylphenyl) hydrazine hydrochloride and ethyl 2-cyclohexanone acetate in Step I, as starting materisl, the title compound is prepared.